This data is from the Open Reaction Database (ORD), a public repository of structured organic reaction records. The task is: describe an organic reaction: reactants, conditions, products, and yield Starting materials: C1=C2C3=CC=CC=C3C3=CC=CC=4SC(=C2C43)C=C1 (Triphenyleno[1,12-bcd]thiophene), BrBr (Br2). Run in C(Cl)(Cl)Cl (chloroform). Conditions: time 3 day. Product: BrC=1C=CC=2SC3=C4C2C1C1=CC=CC=C1C4=CC=C3 (7-bromotriphenyleno[1,12-bcd]thiophene). RXN SMILES: [CH:1]1[CH:19]=[CH:18][C:15]2=[C:16]3[C:17]4[C:9](=[CH:10][CH:11]=[CH:12][C:13]=4[S:14]2)[C:8]2[C:3](=[CH:4][CH:5]=[CH:6][CH:7]=2)[C:2]=13.[Br:20]Br>C(Cl)(Cl)Cl>[Br:20][C:10]1[CH:11]=[CH:12][C:13]2[S:14][C:15]3[CH:18]=[CH:19][CH:1]=[C:2]4[C:16]=3[C:17]=2[C:9]=1[C:8]1[C:3]4=[CH:4][CH:5]=[CH:6][CH:7]=1. Reported procedure: Triphenyleno[1,12-bcd]thiophene (1.5 g, 5.8 mmol) was dissolved in 100 mL of chloroform. Br2 was slowly added into the reaction solution. After the reaction was stirred at room temperature for 3 days, the mixture was filtered through a Celite plug and washed by CH2Cl2. The combined filtrate was concentrated to get 2.2 g of 7-bromotriphenyleno[1,12-bcd]thiophene which was used for next step without further purification.